This data is from the Open Reaction Database (ORD), a public repository of structured organic reaction records. The task is: describe an organic reaction: reactants, conditions, products, and yield Reactants: O.O.O.O.O.O.O.O.O.O.O.O.P(=O)([O-])([O-])[O-].[Na+].[Na+].[Na+] (sodium phosphate dodecahydrate), Cl (hydrochloric acid), NC1=CC=C(C=C1)C(C(=O)O)C (2-(4-aminophenyl)propanoic acid), ClCCOC(=O)Cl (2-chloroethylchloroformate), ClCCl (dichloromethane). Conditions: time 4 hour. Product: ClCCOC(=O)NC1=CC=C(C=C1)C(C(=O)O)C (2-(4-{[(2-chloroethoxy)carbonyl]amino}phenyl)propanoic acid), C(C)(C)OC(C)C (diisopropylether). RXN SMILES: [NH2:1][C:2]1[CH:7]=[CH:6][C:5]([CH:8]([CH3:12])[C:9]([OH:11])=[O:10])=[CH:4][CH:3]=1.[Cl:13][CH2:14][CH2:15][O:16][C:17](Cl)=[O:18].O.O.O.O.O.O.O.O.O.O.O.O.P([O-])([O-])([O-])=O.[Na+].[Na+].[Na+].Cl.Cl[CH2:42]Cl>>[Cl:13][CH2:14][CH2:15][O:16][C:17]([NH:1][C:2]1[CH:3]=[CH:4][C:5]([CH:8]([CH3:12])[C:9]([OH:11])=[O:10])=[CH:6][CH:7]=1)=[O:18].[CH:15]([O:16][CH:8]([CH3:9])[CH3:12])([CH3:42])[CH3:14] |f:2.3.4.5.6.7.8.9.10.11.12.13.14.15.16.17|. Procedure: 1 g (6 mmol) of 2-(4-aminophenyl)propanoic acid was suspended in 30 ml of dichloromethane and 1.24 ml (12 mmol) of 2-chloroethylchloroformate were added at 0° C. under stirring. After 30 minutes at the same temperature 2.27 g (6 mmol) of sodium phosphate dodecahydrate were added portionwise. After 4 hours the reaction was complete (HPLC-MS). The mixture was made acidic by using hydrochloric acid 0.5N and the product extracted with dichloromethane. The organic layer was dried over sodium sulphate...